The task is: describe an organic reaction: reactants, conditions, products, and yield. This data is from the Open Reaction Database (ORD), a public repository of structured organic reaction records. Reactants: C(C)O (ethanol), OC(CCCCCCCCCCC)C=1C=C(NC1)C(=O)OC (methyl 4-(1-hydroxydodecyl)pyrrole-2-carboxylate), [H][H] (hydrogen). Reagents/catalysts: [C].[Pd] (palladium-carbon). Run in C(Cl)(Cl)Cl (chloroform). Conditions: time 5.5 hour. The product is C(CCCCCCCCCCC)C=1C=C(NC1)C(=O)OC (methyl 4-dodecylpyrrole-2-carboxylate). Yield: 83.8%. RXN SMILES: C(O)C.O[CH:5]([C:17]1[CH:18]=[C:19]([C:22]([O:24][CH3:25])=[O:23])[NH:20][CH:21]=1)[CH2:6][CH2:7][CH2:8][CH2:9][CH2:10][CH2:11][CH2:12][CH2:13][CH2:14][CH2:15][CH3:16].[H][H]>[C].[Pd].C(Cl)(Cl)Cl>[CH2:5]([C:17]1[CH:18]=[C:19]([C:22]([O:24][CH3:25])=[O:23])[NH:20][CH:21]=1)[CH2:6][CH2:7][CH2:8][CH2:9][CH2:10][CH2:11][CH2:12][CH2:13][CH2:14][CH2:15][CH3:16] |f:3.4|. Procedure: To an ethanol solution (2.0 liters) of 258.0 g (0.73 mol) of methyl 4-(1-hydroxydodecyl)pyrrole-2-carboxylate prepared in Synthetic Example 11 was added 16 g of 10% palladium-carbon. A catalytic reduction with hydrogen was carried out at 50° C. under hydrogen atmosphere. After the reaction was completed within 5.5 hours, 1.5 liters of chloroform was added to the reaction mixture. The catalyst was filtered off, and the solvent was removed under a reduced pressure to give crystals. Recrystallizati... Starting materials: CC1=C(C=C(C=C1)C1OC1)[N+](=O)[O-] (2-(4-methyl-3-nitro-phenyl)-oxirane), C(C1=CC=CC=C1)NC1(CC2=CC(=C(C=C2C1)C)C)C (benzyl-(2,5,6-trimethyl-indan-2-yl)-amine). Run at temperature 110 celsius. The product is C(C1=CC=CC=C1)OC1=C(C=C(C=C1)[C@H](CN(C1(CC2=CC(=C(C=C2C1)C)C)C)CC1=CC=CC=C1)O)[N+](=O)[O-] ((R)-1-(4-Benzyloxy-3-nitro-phenyl)-2-[benzyl-(2,5,6-trimethyl-indan-2-yl)-amino]-ethanol). Reaction SMILES: C[C:2]1[CH:7]=[CH:6][C:5]([CH:8]2[CH2:10][O:9]2)=[CH:4][C:3]=1[N+:11]([O-:13])=[O:12].[CH2:14]([NH:21][C:22]1([CH3:33])[CH2:30][C:29]2[C:24](=[CH:25][C:26]([CH3:32])=[C:27]([CH3:31])[CH:28]=2)[CH2:23]1)[C:15]1[CH:20]=[CH:19][CH:18]=[CH:17][CH:16]=1>>[CH2:8]([O:9][C:2]1[CH:7]=[CH:6][C:5]([C@@H:8]([OH:9])[CH2:10][N:21]([CH2:14][C:15]2[CH:20]=[CH:19][CH:18]=[CH:17][CH:16]=2)[C:22]2([CH3:33])[CH2:30][C:29]3[C:24](=[CH:25][C:26]([CH3:32])=[C:27]([CH3:31])[CH:28]=3)[CH2:23]2)=[CH:4][C:3]=1[N+:11]([O-:13])=[O:12])[C:5]1[CH:6]=[CH:7][CH:2]=[CH:3][CH:4]=1. Procedure: A mixture of 2-(4-methyl-3-nitro-phenyl)-oxirane and benzyl-(2,5,6-trimethyl-indan-2-yl)-amine is heated at 110° C. for 48 hours. The material is used without further purification. ES+ MS m/e 538 (MH+) Starting materials: CC(=O)OC(C)=O, COc1ccccc1N1CCN(C2CCc3cc(O)ccc3C2)CC1, c1ccncc1. The product is COc1ccccc1N1CCN(C2CCc3cc(OC(C)=O)ccc3C2)CC1. As a reaction SMILES: [CH3:26][C:27](=[O:28])[O:29][C:30](=[O:31])[CH3:32].[OH:1][c:2]1[cH:3][c:4]2[c:9]([cH:10][cH:11]1)[CH2:8][CH:7]([N:12]1[CH2:13][CH2:14][N:15]([c:18]3[c:19]([O:24][CH3:25])[cH:20][cH:21][cH:22][cH:23]3)[CH2:16][CH2:17]1)[CH2:6][CH2:5]2.[cH:33]1[cH:34][cH:35][n:36][cH:37][cH:38]1>>[O:1]([c:2]1[cH:3][c:4]2[c:9]([cH:10][cH:11]1)[CH2:8][CH:7]([N:12]1[CH2:13][CH2:14][N:15]([c:18]3[c:19]([O:24][CH3:25])[cH:20][cH:21][cH:22][cH:23]3)[CH2:16][CH2:17]1)[CH2:6][CH2:5]2)[C:27]([CH3:26])=[O:28]. Starting materials: ClC1=CC=C(C=C1)[C@@H](CNC(OC(C)(C)C)=O)C(=O)NC=1C=C2C=CN=CC2=CC1 ((S)-tert-butyl 2-(4-chlorophenyl)-3-(isoquinolin-6-ylamino)-3-oxopropylcarbamate), S(=O)(=O)(C)O (MsOH). The solvent is C(Cl)Cl (CH2Cl2). Conditions: time 8 hour. Product: S(C)(=O)(=O)O.S(C)(=O)(=O)O.NC[C@@H](C(=O)NC=1C=C2C=CN=CC2=CC1)C1=CC=C(C=C1)Cl ((S)-3-amino-2-(4-chlorophenyl)-N-(isoquinolin-6-yl)propanamide dimesylate salt). RXN SMILES: [Cl:1][C:2]1[CH:7]=[CH:6][C:5]([C@H:8]([C:18]([NH:20][C:21]2[CH:22]=[C:23]3[C:28](=[CH:29][CH:30]=2)[CH:27]=[N:26][CH:25]=[CH:24]3)=[O:19])[CH2:9][NH:10]C(=O)OC(C)(C)C)=[CH:4][CH:3]=1.[S:31]([OH:35])([CH3:34])(=[O:33])=[O:32]>C(Cl)Cl>[S:31]([OH:35])(=[O:33])(=[O:32])[CH3:34].[S:31]([OH:35])(=[O:33])(=[O:32])[CH3:34].[NH2:10][CH2:9][C@H:8]([C:5]1[CH:6]=[CH:7][C:2]([Cl:1])=[CH:3][CH:4]=1)[C:18]([NH:20][C:21]1[CH:22]=[C:23]2[C:28](=[CH:29][CH:30]=1)[CH:27]=[N:26][CH:25]=[CH:24]2)=[O:19] |f:3.4.5|. Procedure: To (S)-tert-butyl 2-(4-chlorophenyl)-3-(isoquinolin-6-ylamino)-3-oxopropylcarbamate (29, 7.8 g) was added CH2Cl2 and MsOH and the solution was stirred overnight at room temperature. The solvents were evaporated and the crude 30 was dried on the high vacuum. Recrystallization (isopropanol) and drying on the high vacuum gave pure (S)-3-amino-2-(4-chlorophenyl)-N-(isoquinolin-6-yl)propanamide dimesylate salt (30, 7.2 g, 77%, >99% S-enantiomer).